From a dataset of the Open Reaction Database (ORD), a public repository of structured organic reaction records. describe an organic reaction: reactants, conditions, products, and yield Reactants: C(C)N(CCN)CC (2-diethylaminoethylamine), C(C1=CC=CC=C1)(=O)Cl (benzoyl chloride), [S-]C#N.[K+] (potassium thiocyanate). Run in C(Cl)Cl (methylene chloride), CC(=O)C (acetone), CC(=O)C (acetone). Reaction conditions: time 1 hour. The product is C(C1=CC=CC=C1)(=O)NC(=S)NCCN(CC)CC (N-Benzoyl-N'-(diethylaminoethyl)thiourea). RXN SMILES: [C:1](Cl)(=[O:8])[C:2]1[CH:7]=[CH:6][CH:5]=[CH:4][CH:3]=1.[S-:10][C:11]#[N:12].[K+].[CH2:14]([N:16]([CH2:20][CH3:21])[CH2:17][CH2:18][NH2:19])[CH3:15]>CC(C)=O.C(Cl)Cl>[C:1]([NH:12][C:11]([NH:19][CH2:18][CH2:17][N:16]([CH2:20][CH3:21])[CH2:14][CH3:15])=[S:10])(=[O:8])[C:2]1[CH:7]=[CH:6][CH:5]=[CH:4][CH:3]=1 |f:1.2|. Reported procedure: A solution of 70 ml of benzoyl chloride in 100 ml of anhydrous acetone is added dropwise, at room temperature, to a suspension of 51 g of potassium thiocyanate in 300 ml of anhydrous acetone. When the addition is complete, the reaction mixture is refluxed for 5 minutes. A solution of 85 ml of 2-diethylaminoethylamine in 100 ml of methylene chloride is added slowly to the resulting hot solution, with vigorous stirring, so as to keep the mixture under reflux. When the addition is complete, the mix...